This data is from the Open Reaction Database (ORD), a public repository of structured organic reaction records. The task is: describe an organic reaction: reactants, conditions, products, and yield Reactants: ClCCl, O=C(O)C(F)(F)F, CCCC(NC(=O)OC(C)(C)C)C(=O)N1CC(O)C1. The product is CCCC(N)C(=O)N1CC(O)C1. Reaction SMILES: [Cl:27][CH2:28][Cl:29].[F:20][C:21]([F:22])([F:23])[C:24]([OH:25])=[O:26].[OH:1][CH:2]1[CH2:3][N:4]([C:6]([CH:7]([CH2:8][CH2:9][CH3:10])[NH:11][C:12](=[O:13])[O:14][C:15]([CH3:16])([CH3:17])[CH3:18])=[O:19])[CH2:5]1>>[OH:1][CH:2]1[CH2:3][N:4]([C:6]([CH:7]([CH2:8][CH2:9][CH3:10])[NH2:11])=[O:19])[CH2:5]1.